Dataset: the Open Reaction Database (ORD), a public repository of structured organic reaction records. Task: describe an organic reaction: reactants, conditions, products, and yield The reactants are ClC=1C=CC2=C(C(=NCCN2)C2=C(C=CC=C2)Cl)C1 (7-chloro-5-(o-chlorophenyl)-2,3-dihydro-1H-1,4-benzodiazepine), ClCC(=O)N=C=O (chloroacetylisocyanate). The solvent is C(Cl)Cl (methylene chloride). Run at time 1 hour. Product: ClC=1C=CC2=C(C(=NCCN2C(=O)NC(CCl)=O)C2=C(C=CC=C2)Cl)C1 (7-chloro-N-chloracetyl-5-(o-chlorophenyl)-2,3-dihydro-1H-1,4-benzodiazepine-1-carboxamide). As a reaction SMILES: [Cl:1][C:2]1[CH:3]=[CH:4][C:5]2[NH:11][CH2:10][CH2:9][N:8]=[C:7]([C:12]3[CH:17]=[CH:16][CH:15]=[CH:14][C:13]=3[Cl:18])[C:6]=2[CH:19]=1.[Cl:20][CH2:21][C:22]([N:24]=[C:25]=[O:26])=[O:23]>C(Cl)Cl>[Cl:1][C:2]1[CH:3]=[CH:4][C:5]2[N:11]([C:25]([NH:24][C:22](=[O:23])[CH2:21][Cl:20])=[O:26])[CH2:10][CH2:9][N:8]=[C:7]([C:12]3[CH:17]=[CH:16][CH:15]=[CH:14][C:13]=3[Cl:18])[C:6]=2[CH:19]=1. Procedure: The mixture of 8 parts of 7-chloro-5-(o-chlorophenyl)-2,3-dihydro-1H-1,4-benzodiazepine, 4.9 parts of chloroacetylisocyanate, and 200 parts by volume of methylene chloride is stirred under nitrogen atmosphere at ambient temperature for about one hour. The mixture is then filtered through a layer of activated magnesium silicate and the filtrate evaporated to dryness. The resultant yellow oil is dissolved in ether and the solvent removed by evaporation to give gummy residue which upon crystallizat... Reactants: ClCCN(CCCl)Cc1ccccc1, C1CCOC1, C[Si](C)(C)[N-][Si](C)(C)C, COc1ccccc1CC#N, Cl, [Na+]. Yields the product COc1ccccc1C1(C#N)CCN(Cc2ccccc2)CC1, Cl. Reaction SMILES: [CH2:23]([c:24]1[cH:25][cH:26][cH:27][cH:28][cH:29]1)[N:30]([CH2:31][CH2:32][Cl:33])[CH2:34][CH2:35][Cl:36].[CH2:37]1[O:38][CH2:39][CH2:40][CH2:41]1.[CH3:13][Si:14]([N-:15][Si:16]([CH3:17])([CH3:18])[CH3:19])([CH3:20])[CH3:21].[CH3:1][O:2][c:3]1[c:4]([CH2:9][C:10]#[N:11])[cH:5][cH:6][cH:7][cH:8]1.[ClH:22].[Na+:12]>>[CH3:1][O:2][c:3]1[c:4]([C:9]2([C:10]#[N:11])[CH2:32][CH2:31][N:30]([CH2:23][c:24]3[cH:25][cH:26][cH:27][cH:28][cH:29]3)[CH2:34][CH2:35]2)[cH:5][cH:6][cH:7][cH:8]1.[ClH:33]. The reactants are [N+](=O)([O-])C=1C=CC2=C(C(=NS2)NCCNC(C2=NC=CC=C2)=O)C1 (N-(2-(5-nitrobenzo[d]isothiazol-3-ylamino)ethyl)picolinamide), [Cl-].[NH4+] (ammonium chloride). The reagents and catalysts are [Fe] (iron). The solvent is C(C)O (ethanol), O (water). Run at time 15 minute. Yields the product NC=1C=CC2=C(C(=NS2)NCCNC(C2=NC=CC=C2)=O)C1 (N-(2-(5-aminobenzo[d]isothiazol-3-ylamino)ethyl)picolinamide). Yield: 104.5%. Reaction SMILES: [N+:1]([C:4]1[CH:5]=[CH:6][C:7]2[S:11][N:10]=[C:9]([NH:12][CH2:13][CH2:14][NH:15][C:16](=[O:23])[C:17]3[CH:22]=[CH:21][CH:20]=[CH:19][N:18]=3)[C:8]=2[CH:24]=1)([O-])=O.[Cl-].[NH4+]>C(O)C.O.[Fe]>[NH2:1][C:4]1[CH:5]=[CH:6][C:7]2[S:11][N:10]=[C:9]([NH:12][CH2:13][CH2:14][NH:15][C:16](=[O:23])[C:17]3[CH:22]=[CH:21][CH:20]=[CH:19][N:18]=3)[C:8]=2[CH:24]=1 |f:1.2|. Procedure details: A mixture of N-(2-(5-nitrobenzo[d]isothiazol-3-ylamino)ethyl)picolinamide (100 mg, 0.29 mmol), iron powder (100 mg, 1.75 mmol) and ammonium chloride (31 mg, 0.29 mmol) in ethanol (5 mL) and water (2.5 mL) was allowed to stir at room temperature for 15 min. The mixture was then heated at 80° C. for 20 min. The reaction mixture was cooled to room temperature and passed through a plug of Celite. The filtrate was concentrated under reduced pressure and the resulting residue was diluted with water. T... Reactants: [N+](=O)([O-])C=1C=C(C(C(=O)OC)=CC1)C(=O)OC (dimethyl 4-nitrophthalate), C1(=CC=CC=C1)[O-].[Na+] (sodium phenolate), Cl (hydrochloric acid). The solvent is CN(C=O)C (dimethylformamide). Yields the product O(C1=CC=CC=C1)C=1C=C(C(C(=O)OC)=CC1)C(=O)OC (dimethyl 4-phenoxyphthalate). RXN SMILES: [N+]([C:4]1[CH:5]=[C:6]([C:14]([O:16][CH3:17])=[O:15])[C:7](=[CH:12][CH:13]=1)[C:8]([O:10][CH3:11])=[O:9])([O-])=O.[C:18]1([O-:24])[CH:23]=[CH:22][CH:21]=[CH:20][CH:19]=1.[Na+].Cl>CN(C)C=O>[O:24]([C:4]1[CH:5]=[C:6]([C:14]([O:16][CH3:17])=[O:15])[C:7](=[CH:12][CH:13]=1)[C:8]([O:10][CH3:11])=[O:9])[C:18]1[CH:23]=[CH:22][CH:21]=[CH:20][CH:19]=1 |f:1.2|. Reported procedure: 0.1 Mole of dimethyl 4-nitrophthalate and 0.1 mole of sodium phenolate were reacted with each other in a solvent of dimethylformamide at 100° C. over a 3-hour period under a stream of nitrogen. After being allowed to stand at room temperature and thereby cooled, the reaction mixture was poured into a dilute aqueous solution of hydrochloric acid, and extracted with ethyl acetate. The solvent was distilled away from the extract to yield dimethyl 4-phenoxyphthalate. Then, dimethyl 4-phenoxyphthalat...